Dataset: the Open Reaction Database (ORD), a public repository of structured organic reaction records. Task: describe an organic reaction: reactants, conditions, products, and yield Reactants: CC(C)(CC=CC(=O)O)NC(=O)OC(C)(C)C, CNC(Cc1ccc2ccccc2c1)C(=O)N(C)C(Cc1ccccc1)C(=O)NCCCOC(C)=O, CCN=C=NCCCN(C)C, CN(C)C=O, CCOC(C)=O, ClCCl, Cl, On1nnc2cccnc21. Yields the product CC(=O)OCCCNC(=O)C(Cc1ccccc1)N(C)C(=O)C(Cc1ccc2ccccc2c1)N(C)C(=O)C=CCC(C)(C)NC(=O)OC(C)(C)C. Reaction SMILES: [C:1]([CH3:2])([CH3:3])([CH3:4])[O:5][C:6](=[O:7])[NH:8][C:9]([CH2:10][CH:11]=[CH:12][C:13](=[O:14])[OH:15])([CH3:16])[CH3:17].[C:40]([CH3:41])(=[O:42])[O:43][CH2:44][CH2:45][CH2:46][NH:47][C:48]([CH:49]([CH2:50][c:51]1[cH:52][cH:53][cH:54][cH:55][cH:56]1)[N:57]([CH3:58])[C:59]([CH:60]([CH2:61][c:62]1[cH:63][c:64]2[cH:65][cH:66][cH:67][cH:68][c:69]2[cH:70][cH:71]1)[NH:72][CH3:73])=[O:74])=[O:75].[CH3:29][N:30]([CH3:31])[CH2:32][CH2:33][CH2:34][N:35]=[C:36]=[N:37][CH2:38][CH3:39].[CH3:79][N:80]([CH3:81])[CH:82]=[O:83].[CH3:84][CH2:85][O:86][C:87](=[O:88])[CH3:89].[Cl:76][CH2:77][Cl:78].[ClH:28].[OH:18][n:19]1[c:20]2[n:21][cH:22][cH:23][cH:24][c:25]2[n:26][n:27]1>>[C:1]([CH3:2])([CH3:3])([CH3:4])[O:5][C:6](=[O:7])[NH:8][C:9]([CH2:10][CH:11]=[CH:12][C:13](=[O:15])[N:72]([CH:60]([C:59]([N:57]([CH:49]([C:48]([NH:47][CH2:46][CH2:45][CH2:44][O:43][C:40]([CH3:41])=[O:42])=[O:75])[CH2:50][c:51]1[cH:52][cH:53][cH:54][cH:55][cH:56]1)[CH3:58])=[O:74])[CH2:61][c:62]1[cH:63][c:64]2[cH:65][cH:66][cH:67][cH:68][c:69]2[cH:70][cH:71]1)[CH3:73])([CH3:16])[CH3:17]. The reactants are CN1N=C(C=C1C1=CC=C(S1)C(=O)O)C(F)(F)F (5-(1-methyl-3-trifluoromethyl-1H-pyrazol-5-yl)thiophene-2-carboxylic acid), C(C(=O)Cl)(=O)Cl (oxalyl chloride), CN(C)C=O (DMF). Run in ClCCCl (DCE). Conditions: time 90 minute. Yields the product CN1N=C(C=C1C1=CC=C(S1)C(=O)Cl)C(F)(F)F (5-(1-methyl-3-trifluoromethyl-1H-pyrazol-5-yl)thiophene-2-carbonyl chloride). As a reaction SMILES: [CH3:1][N:2]1[C:6]([C:7]2[S:11][C:10]([C:12](O)=[O:13])=[CH:9][CH:8]=2)=[CH:5][C:4]([C:15]([F:18])([F:17])[F:16])=[N:3]1.C(Cl)(=O)C([Cl:22])=O.CN(C=O)C>ClCCCl>[CH3:1][N:2]1[C:6]([C:7]2[S:11][C:10]([C:12]([Cl:22])=[O:13])=[CH:9][CH:8]=2)=[CH:5][C:4]([C:15]([F:18])([F:17])[F:16])=[N:3]1. Procedure details: A mixture of 5-(1-methyl-3-trifluoromethyl-1H-pyrazol-5-yl)thiophene-2-carboxylic acid, oxalyl chloride, DMF and DCE was stirred at room temperature for 90 minutes and then treated in the usual way to give 5-(1-methyl-3-trifluoromethyl-1H-pyrazol-5-yl)thiophene-2-carbonyl chloride as a brown solid. Reactants: NCC(=O)N(C1=CC=CC=C1)CC(N1CCCCCC1)=O (2-amino-N-[2-oxo-2-(1perhydroazepinyl)ethyl]-N-phenylacetamide), CC=1C=C(C=CC1)N=C=O (3-methylphenyl isocyanate). Yields the product O=C(CN(C(CNC(=O)NC1=CC(=CC=C1)C)=O)C1=CC=CC=C1)N1CCCCCC1 (N-[2-oxo-2-(1-perhydroazepinyl)ethyl]-2-[3-(3-methylphenyl)ureido]-N-phenylacetamide). The yield is 51.6%. RXN SMILES: [NH2:1][CH2:2][C:3]([N:5]([CH2:12][C:13](=[O:21])[N:14]1[CH2:20][CH2:19][CH2:18][CH2:17][CH2:16][CH2:15]1)[C:6]1[CH:11]=[CH:10][CH:9]=[CH:8][CH:7]=1)=[O:4].[CH3:22][C:23]1[CH:24]=[C:25]([N:29]=[C:30]=[O:31])[CH:26]=[CH:27][CH:28]=1>>[O:21]=[C:13]([N:14]1[CH2:20][CH2:19][CH2:18][CH2:17][CH2:16][CH2:15]1)[CH2:12][N:5]([C:6]1[CH:11]=[CH:10][CH:9]=[CH:8][CH:7]=1)[C:3](=[O:4])[CH2:2][NH:1][C:30]([NH:29][C:25]1[CH:26]=[CH:27][CH:28]=[C:23]([CH3:22])[CH:24]=1)=[O:31]. Procedure details: The procedure is analogous to that described in Example 1, but 1.2 g of 2-amino-N-[2-oxo-2-(1perhydroazepinyl)ethyl]-N-phenylacetamide and 0.55 g of 3-methylphenyl isocyanate are used as the starting material. After recrystallization from a mixture of dimethylformamide and ethyl acetate (63-35 by volume), 0.9 g of N-[2-oxo-2-(1-perhydroazepinyl)ethyl]-2-[3-(3-methylphenyl)ureido]-N-phenylacetamide melting at 245° C. is obtained. Starting materials: C12C=CC(CC1)C2 (Norbornene), C=CC1=CC=CC=C1 (styrene), C(C=C)(=O)OC (methyl acrylate), CC(C)(C#N)N=NC(C)(C)C#N (AIBN), CC[Al](CC)Cl.CC[Al](Cl)Cl (Ethylaluminum sesquichloride), Cl.CO (HCl MeOH), CC[Al](CC)Cl.CC[Al](Cl)Cl (ethylaluminum sesquichloride). Reaction conditions: time 2 hour. Solvent: C1(=CC=CC=C1)C (toluene), C1(=CC=CC=C1)C (toluene), C1(=CC=CC=C1)C (toluene). RXN SMILES: [CH:1]12[CH2:7][CH:4]([CH2:5][CH2:6]1)[CH:3]=[CH:2]2.[CH2:8]=[CH:9][C:10]1[CH:15]=[CH:14][CH:13]=[CH:12][CH:11]=1.[C:16]([O:20][CH3:21])(=[O:19])[CH:17]=[CH2:18].CC(N=NC(C#N)(C)C)(C#N)C.CC[Al](Cl)CC.CC[Al](Cl)Cl.Cl.CO>C1(C)C=CC=CC=1>[CH:1]12[CH2:7][CH:4]([CH2:5][CH2:6]1)[CH:3]=[CH:2]2.[CH2:8]=[CH:9][C:10]1[CH:15]=[CH:14][CH:13]=[CH:12][CH:11]=1.[C:16]([O:20][CH3:21])(=[O:19])[CH:17]=[CH2:18] |f:4.5,6.7,9.10.11|. Product: C12C=CC(CC1)C2.C=CC1=CC=CC=C1.C(C=C)(=O)OC (norbornene styrene methyl acrylate). Procedure: Norbornene (10.5 g, 112 mmol), styrene (0.6 g, 5.6 mmol), methyl acrylate (5 mL, 56 mmol), and AIBN (0.028 g, 0.17 mmol) were charged into a 250 mL Schlenk flask and dissolved in 30 mL of toluene. Ethylaluminum sesquichloride (1.38 g, 5.6 mmol) was charged into a 100 mL flask and dissolved in 20 mL of toluene. The toluene solution of ethylaluminum sesquichloride was slowly dropped to the 250 mL Schlenk flask at −70° C. The reaction temperature was raised to room temperature while stirring the mi...